From a dataset of the Open Reaction Database (ORD), a public repository of structured organic reaction records. describe an organic reaction: reactants, conditions, products, and yield The reactants are CN, O=Cc1cc(C(F)(F)F)ccc1Oc1cccc(CC(=O)O)c1. Yields the product CNCc1cc(C(F)(F)F)ccc1Oc1cccc(CC(=O)O)c1. RXN SMILES: [CH3:24][NH2:25].[CH:1](=[O:2])[c:3]1[c:4]([O:5][c:6]2[cH:7][c:8]([CH2:12][C:13](=[O:14])[OH:15])[cH:9][cH:10][cH:11]2)[cH:16][cH:17][c:18]([C:20]([F:21])([F:22])[F:23])[cH:19]1>>[CH2:1]([c:3]1[c:4]([O:5][c:6]2[cH:7][c:8]([CH2:12][C:13](=[O:14])[OH:15])[cH:9][cH:10][cH:11]2)[cH:16][cH:17][c:18]([C:20]([F:21])([F:22])[F:23])[cH:19]1)[NH:25][CH3:24].